From a dataset of the Open Reaction Database (ORD), a public repository of structured organic reaction records. describe an organic reaction: reactants, conditions, products, and yield The reactants are CC(C)=O, CCCC12CCC(=O)C=C1c1c(cc(OC)c(Cl)c1Cl)C2O, O. Yields the product CCCC12CCC(=O)C=C1c1c(cc(OC)c(Cl)c1Cl)C2=O. RXN SMILES: [CH3:23][C:24](=[O:25])[CH3:26].[Cl:1][c:2]1[c:3]2[c:11]([cH:12][c:13]([O:16][CH3:17])[c:14]1[Cl:15])[CH:10]([OH:18])[C:9]1([CH2:19][CH2:20][CH3:21])[C:4]2=[CH:5][C:6](=[O:22])[CH2:7][CH2:8]1.[OH2:27]>>[Cl:1][c:2]1[c:3]2[c:11]([cH:12][c:13]([O:16][CH3:17])[c:14]1[Cl:15])[C:10](=[O:18])[C:9]1([CH2:19][CH2:20][CH3:21])[C:4]2=[CH:5][C:6](=[O:22])[CH2:7][CH2:8]1. Reactants: C1(=CC=CC=C1)S(=O)(=O)N1C=CC=2C1=NC=C(C2Cl)[N+](=O)[O-] (1-benzenesulfonyl-4-chloro-5-nitro-1H-pyrrolo[2,3-b]pyridine), C(C1=CC=CC=C1)N1C[C@@H](CC1)N ((R)-1-Benzyl-pyrrolidin-3-ylamine), C(C)(C)N(CC)C(C)C (diisopropylethylamine). Yield: 88.0%. Procedure details: A mixture of 1-benzenesulfonyl-4-chloro-5-nitro-1H-pyrrolo[2,3-b]pyridine (2 g, 5.9 mmol), (R)-1-Benzyl-pyrrolidin-3-ylamine (2.4 g, 15.3 mmol), and diisopropylethylamine (6 mL, 35.4 mmol) in propan-2-ol (50 mL) was heated to reflux for 4 hours. Volatile components were removed under vacuum and the residue was purified by column chromatography on silica gel (gradient: 0 to 5% methanol in dichloromethane), gave 2.48 g (88%) of (R)—N-(1-benzylpyrrolidin-3-yl)-5-nitro-1-(phenylsulfonyl)-1H-pyrrolo[... Solvent: CC(C)O (propan-2-ol). RXN SMILES: [C:1]1([S:7]([N:10]2[C:14]3=[N:15][CH:16]=[C:17]([N+:20]([O-:22])=[O:21])[C:18](Cl)=[C:13]3[CH:12]=[CH:11]2)(=[O:9])=[O:8])[CH:6]=[CH:5][CH:4]=[CH:3][CH:2]=1.[CH2:23]([N:30]1[CH2:34][CH2:33][C@@H:32]([NH2:35])[CH2:31]1)[C:24]1[CH:29]=[CH:28][CH:27]=[CH:26][CH:25]=1.C(N(C(C)C)CC)(C)C>CC(O)C>[CH2:23]([N:30]1[CH2:34][CH2:33][C@@H:32]([NH:35][C:18]2[C:13]3[CH:12]=[CH:11][N:10]([S:7]([C:1]4[CH:6]=[CH:5][CH:4]=[CH:3][CH:2]=4)(=[O:9])=[O:8])[C:14]=3[N:15]=[CH:16][C:17]=2[N+:20]([O-:22])=[O:21])[CH2:31]1)[C:24]1[CH:25]=[CH:26][CH:27]=[CH:28][CH:29]=1. The product is C(C1=CC=CC=C1)N1C[C@@H](CC1)NC=1C2=C(N=CC1[N+](=O)[O-])N(C=C2)S(=O)(=O)C2=CC=CC=C2 ((R)—N-(1-benzylpyrrolidin-3-yl)-5-nitro-1-(phenylsulfonyl)-1H-pyrrolo[2,3-b]pyridin-4-amine). Starting materials: C(C)C1(OCCCO1)C1=CC(NC=C1)=O (4-(2-ethyl-1,3-dioxan-2-yl)-1,2-dihydro-2-pyridinone), [H-].[Na+] (sodium hydride), BrCC=1C(=NC2=CC=CC=C2C1)Cl (3-bromomethyl-2-chloroquinoline). Solvent: [Cl-].[NH4+] (ammonium chloride), O1CCCC1 (tetrahydrofuran). Run at temperature 0 celsius. Yields the product ClC1=NC2=CC=CC=C2C=C1CN1C(C=C(C=C1)C1(OCCCO1)CC)=O (1-(2-chloro-3-quinolylmethyl)-4-(2-ethyl-1,3-dioxan-2-yl)1,2-dihydro-2-pyridinone). Isolated yield 69.0%. RXN SMILES: [CH2:1]([C:3]1([C:9]2[CH:14]=[CH:13][NH:12][C:11](=[O:15])[CH:10]=2)[O:8][CH2:7][CH2:6][CH2:5][O:4]1)[CH3:2].[H-].[Na+].Br[CH2:19][C:20]1[C:21]([Cl:30])=[N:22][C:23]2[C:28]([CH:29]=1)=[CH:27][CH:26]=[CH:25][CH:24]=2>O1CCCC1.[Cl-].[NH4+]>[Cl:30][C:21]1[C:20]([CH2:19][N:12]2[CH:13]=[CH:14][C:9]([C:3]3([CH2:1][CH3:2])[O:4][CH2:5][CH2:6][CH2:7][O:8]3)=[CH:10][C:11]2=[O:15])=[CH:29][C:28]2[C:23](=[CH:24][CH:25]=[CH:26][CH:27]=2)[N:22]=1 |f:1.2,5.6|. Procedure details: A solution under argon of 4-(2-ethyl-1,3-dioxan-2-yl)-1,2-dihydro-2-pyridinone (obtained according to 4.e, 11 g, 52 mmol) in anhydrous tetrahydrofuran (370 ml) is treated at 0° C. with sodium hydride (80% in mineral oil, 1.68 g, 56 mmol). The resulting mixture is maintained under agitation at 0° C. for 15 min then treated with 3-bromomethyl-2-chloroquinoline (obtained according to 4.b, 13.4 g, 52 mmol) and the resulting mixture is maintained under agitation at ambient temperature for 24 hours. T... Reaction conditions: temperature 30 celsius. Yields the product C(#N)C1=NC(=C(N=C1C#N)NC)CCCC (2,3-dicyano-5-methylamino-6-n-butylpyrazine). RXN SMILES: [C:1]([C:3]1[C:8]([C:9]#[N:10])=[N:7][C:6](Cl)=[C:5]([CH2:12][CH2:13][CH2:14][CH3:15])[N:4]=1)#[N:2].[CH3:16][NH2:17]>C1C=CC=CC=1>[C:1]([C:3]1[C:8]([C:9]#[N:10])=[N:7][C:6]([NH:17][CH3:16])=[C:5]([CH2:12][CH2:13][CH2:14][CH3:15])[N:4]=1)#[N:2]. Solvent: C1=CC=CC=C1 (benzene). Procedure details: 2,3-Dicyano-5-chloro-6-n-butylpyrazine (2.21 g; 0.01 mole) was dissolved in 30 ml of benzene, and with stirring at 30° C., 1.55 g (0.02 mole) of a 40% aqueous solution of methylamine was added. Then, the mixture was stirred at 30° to 40° C. for 2 hours. The reaction mixture was worked up in the same way as in Example 13 to afford 1.75 g (yield 81%) of 2,3-dicyano-5-methylamino-6-n-butylpyrazine. Isolated yield 81.0%. Reactants: aqueous solution, CN (methylamine), C(#N)C1=NC(=C(N=C1C#N)Cl)CCCC (2,3-Dicyano-5-chloro-6-n-butylpyrazine). Reactants: COC(=O)C(C)CC1CCN(C(=O)OC(C)(C)C)CC1, CI, CC(C)[N-]C(C)C, Cl, [Li+], C1CCOC1. Yields the product COC(=O)C(C)(C)CC1CCN(C(=O)OC(C)(C)C)CC1. Reaction SMILES: [CH3:1][O:2][C:3]([CH:4]([CH2:5][CH:6]1[CH2:7][CH2:8][N:9]([C:12](=[O:13])[O:14][C:15]([CH3:16])([CH3:17])[CH3:18])[CH2:10][CH2:11]1)[CH3:19])=[O:20].[CH3:29][I:30].[CH:21]([N-:22][CH:23]([CH3:24])[CH3:25])([CH3:26])[CH3:27].[ClH:31].[Li+:28].[O:32]1[CH2:33][CH2:34][CH2:35][CH2:36]1>>[CH3:1][O:2][C:3]([C:4]([CH2:5][CH:6]1[CH2:7][CH2:8][N:9]([C:12](=[O:13])[O:14][C:15]([CH3:16])([CH3:17])[CH3:18])[CH2:10][CH2:11]1)([CH3:19])[CH3:21])=[O:20]. The reactants are C=CC1=CC=CC=C1 (styrene), C1(=CC=CC=C1)S(=O)(=O)OCCCCCCCCCCCC.[Na] (sodium dodecyl benzenesulfonate). The product is C1CCCC2CCCCC12 (decalin). RXN SMILES: [CH2:1]=[CH:2][C:3]1[CH:8]=[CH:7][CH:6]=[CH:5][CH:4]=1.[C:9]1(S(OCCCCCCCCCCCC)(=O)=O)C=CC=C[CH:10]=1.[Na]>>[CH2:7]1[CH:8]2[CH:3]([CH2:2][CH2:1][CH2:9][CH2:10]2)[CH2:4][CH2:5][CH2:6]1 |f:1.2,^1:30|. Reported procedure: Except for changing the amount of the styrene from 150 parts to 100 parts and not using sodium dodecyl benzenesulfonate when performing the polymerization, the same procedure was followed as in Example 6 to obtain a decalin dispersion of the polymer particles J which do not have a core-shell structure. The obtained polymer particles J had an average particle size of 500 nm. Further, except for using the obtained decalin dispersion of polymer particles J not having a core-shell structure, the sam... The reactants are C(=O)(O)[O-].[Na+] (NaHCO3), C(C)(=O)C1=NN(C(=C1SC)N)C1=C(C=C(C=C1Cl)C(F)(F)F)Cl (3-acetyl-5-amino-1-[2,6-dichloro-4-(trifluoromethyl)phenyl]-4-methylthio-1H-pyrazole), C([O-])([O-])[O-] (orthoformate), O.C1(=CC=C(C=C1)S(=O)(=O)O)C (para-toluenesulfonic acid monohydrate). Solvent: CO (methanol). Conditions: temperature 40 celsius, time 64 hour. Product: NC1=C(C(=NN1C1=C(C=C(C=C1Cl)C(F)(F)F)Cl)C(C)(OC)OC)SC (5-amino-1-[2,6-dichloro-4-(trifluoromethyl)phenyl]-3-[(1,1-dimethoxy)ethyl]-4-methylthio-1H-pyrazole). Reaction SMILES: [C:1]([C:4]1[C:8]([S:9][CH3:10])=[C:7]([NH2:11])[N:6]([C:12]2[C:17]([Cl:18])=[CH:16][C:15]([C:19]([F:22])([F:21])[F:20])=[CH:14][C:13]=2[Cl:23])[N:5]=1)(=[O:3])[CH3:2].[CH:24]([O-:27])([O-])[O-].O.[C:29]1(C)C=CC(S(O)(=O)=O)=CC=1.C([O-])(O)=O.[Na+]>CO>[NH2:11][C:7]1[N:6]([C:12]2[C:17]([Cl:18])=[CH:16][C:15]([C:19]([F:20])([F:21])[F:22])=[CH:14][C:13]=2[Cl:23])[N:5]=[C:4]([C:1]([O:27][CH3:24])([O:3][CH3:29])[CH3:2])[C:8]=1[S:9][CH3:10] |f:2.3,4.5|. Procedure details: A mixture of 2.0 g (0.0052 mole) of 3-acetyl-5-amino-1-[2,6-dichloro-4-(trifluoromethyl)phenyl]-4-methylthio-1H-pyrazole, 1.7 ml (0.0156 mole) of trinethyl orthoformate, 0.060 g (0.0003 mole) of para-toluenesulfonic acid monohydrate and 10 ml of methanol was heated at 40° C. for about 8 hours, then left 64 h at 20° C. The mixture was mixed with a saturated solution of NaHCO3, extracted with dichloromethane, and successively dried, filtered, evaporated, chromatographed on silica gel. 0.59 g of th... The reactants are COC(=O)C=1NC2=CC=CC=C2C1OC1=C(C=C(C=C1)Cl)[N+](=O)[O-] (methyl-3-[2-nitro-4-chlorophenoxy]-indole-2-carboxylate), C(C1=CC=CC=C1)Br (benzyl bromide). Reaction SMILES: [CH3:1][O:2][C:3]([C:5]1[NH:6][C:7]2[C:12]([C:13]=1[O:14][C:15]1[CH:20]=[CH:19][C:18]([Cl:21])=[CH:17][C:16]=1[N+:22]([O-:24])=[O:23])=[CH:11][CH:10]=[CH:9][CH:8]=2)=[O:4].[CH2:25](Br)[C:26]1[CH:31]=[CH:30][CH:29]=[CH:28][CH:27]=1>C(O)C>[CH3:1][O:2][C:3]([C:5]1[N:6]([CH2:25][C:26]2[CH:31]=[CH:30][CH:29]=[CH:28][CH:27]=2)[C:7]2[C:12]([C:13]=1[O:14][C:15]1[CH:20]=[CH:19][C:18]([Cl:21])=[CH:17][C:16]=1[N+:22]([O-:24])=[O:23])=[CH:11][CH:10]=[CH:9][CH:8]=2)=[O:4]. The solvent is C(C)O (ethanol). Product: COC(=O)C=1N(C2=CC=CC=C2C1OC1=C(C=C(C=C1)Cl)[N+](=O)[O-])CC1=CC=CC=C1 (METHYL-3-[2-NITRO-4-CHLOROPHENOXY]-1-BENZYL-INDOLE-2-CARBOXYLATE). Procedure: In the same way as described in example 5, methyl-3-[2-nitro-4-chlorophenoxy]-indole-2-carboxylate was alkylated with benzyl bromide. Analytical material was obtained by recrytallization from ethanol, mp. 120°-1°. Starting materials: COC(C1=C(C=CC(=C1)OC)N1N=C(C2=C1C(N(CC2)C2=CC=C(C=C2)I)=O)C(F)(F)F)=O (2-[6-(4-iodo-phenyl)-7-oxo-3-trifluoromethyl-4,5,6,7-tetrahydro-pyrazolo[3,4-c]pyridin-1-yl]-5-methoxy-benzoic acid methyl ester), ester, CN1C(CCC1)CCN (2-(1-methyl-pyrrolidin-2-yl)-ethylamine), O (water). Reaction SMILES: C[O:2][C:3](=O)[C:4]1[CH:9]=[C:8]([O:10][CH3:11])[CH:7]=[CH:6][C:5]=1[N:12]1[C:16]2[C:17](=[O:28])[N:18]([C:21]3[CH:26]=[CH:25][C:24]([I:27])=[CH:23][CH:22]=3)[CH2:19][CH2:20][C:15]=2[C:14]([C:29]([F:32])([F:31])[F:30])=[N:13]1.[CH3:34][N:35]1[CH2:39][CH2:38][CH2:37][CH:36]1[CH2:40][CH2:41][NH2:42].O>C(O)CO>[I:27][C:24]1[CH:23]=[CH:22][C:21]([N:18]2[CH2:19][CH2:20][C:15]3[C:14]([C:29]([F:32])([F:30])[F:31])=[N:13][N:12]([C:5]4[CH:6]=[CH:7][C:8]([O:10][CH3:11])=[CH:9][C:4]=4[C:3]([NH:42][CH2:41][CH2:40][CH:36]4[CH2:37][CH2:38][CH2:39][N:35]4[CH3:34])=[O:2])[C:16]=3[C:17]2=[O:28])=[CH:26][CH:25]=1. Run at temperature 85 celsius. Yield: 32.0%. The product is title compound, IC1=CC=C(C=C1)N1C(C2=C(CC1)C(=NN2C2=C(C(=O)NCCC1N(CCC1)C)C=C(C=C2)OC)C(F)(F)F)=O (2-[6-(4-iodo-phenyl)-7-oxo-3-trifluoromethyl-4,5,6,7-tetrahydro-pyrazolo[3,4-c]pyridin-1-yl]-5-methoxy-N-[2-(1-methyl-pyrrolidin-2-yl)-ethyl]-benzamide). Reported procedure: The title compound was prepared from 2-[6-(4-iodo-phenyl)-7-oxo-3-trifluoromethyl-4,5,6,7-tetrahydro-pyrazolo[3,4-c]pyridin-1-yl]-5-methoxy-benzoic acid methyl ester as obtained in Example 1. The ester (159 mg, 0.278 mmol) was dissolved in ethylene glycol (2 mL) containing 2-(1-methyl-pyrrolidin-2-yl)-ethylamine (400 μL, 2.78 mmol) and heated to 85° C. for 12 h. The reaction was poured into water and extracted with ethyl acetate (3×10 mL). The combined extracts were washed with water (5×10 mL), ... Solvent: C(CO)O (ethylene glycol). Reactants: CO, COC(=O)c1sc(C(F)(F)F)cc1OC, [K+], [OH-], O. The product is COc1cc(C(F)(F)F)sc1C(=O)O. RXN SMILES: [CH3:19][OH:20].[CH3:1][O:2][C:3](=[O:4])[c:5]1[s:6][c:7]([C:12]([F:13])([F:14])[F:15])[cH:8][c:9]1[O:10][CH3:11].[K+:17].[OH-:16].[OH2:18]>>[O:2]=[C:3]([OH:4])[c:5]1[s:6][c:7]([C:12]([F:13])([F:14])[F:15])[cH:8][c:9]1[O:10][CH3:11].